This data is from the Open Reaction Database (ORD), a public repository of structured organic reaction records. The task is: describe an organic reaction: reactants, conditions, products, and yield Reactants: [BH4-], CS(=O)(=O)Nc1ccc2c(c1)C(=O)C1(CCN(CCc3ccccn3)CC1)C2, CCO, [Na+]. Yields the product CS(=O)(=O)Nc1ccc2c(c1)C(O)C1(CCN(CCc3ccccn3)CC1)C2. Reaction SMILES: [BH4-:29].[CH3:1][S:2](=[O:3])(=[O:4])[NH:5][c:6]1[cH:7][cH:8][c:9]2[c:13]([cH:14]1)[C:12](=[O:15])[C:11]1([CH2:10]2)[CH2:16][CH2:17][N:18]([CH2:21][CH2:22][c:23]2[n:24][cH:25][cH:26][cH:27][cH:28]2)[CH2:19][CH2:20]1.[CH3:31][CH2:32][OH:33].[Na+:30]>>[CH3:1][S:2](=[O:3])(=[O:4])[NH:5][c:6]1[cH:7][cH:8][c:9]2[c:13]([cH:14]1)[CH:12]([OH:15])[C:11]1([CH2:10]2)[CH2:16][CH2:17][N:18]([CH2:21][CH2:22][c:23]2[n:24][cH:25][cH:26][cH:27][cH:28]2)[CH2:19][CH2:20]1.